Dataset: the Open Reaction Database (ORD), a public repository of structured organic reaction records. Task: describe an organic reaction: reactants, conditions, products, and yield The reactants are C(C=C)OC1(CCN(CC1)C1=C(C(=CC=2N1C=C(N2)C2=CC(=CC=C2)Br)C)[C@@H](C(=O)OC)OC(C)(C)C)C ((S)-methyl 2-(5-(4-(allyloxy)-4-methylpiperidin-1-yl)-2-(3-bromophenyl)-7-methylimidazo[1,2-a]pyridin-6-yl)-2-(tert-butoxy)acetate), FC1=C(C(=CC=C1F)O[C@@H](C)CC=C)B1OC(CN(CC(O1)=O)C)=O ((S)-2-(2,3-difluoro-6-(pent-4-en-2-yloxy)phenyl)-6-methyl-1,3,6,2-dioxazaborocane-4,8-dione), C(C=C)OC1(CCN(CC1)C1=C(C(=C(C=2N1C=C(N2)C=2C=C(C=CC2)C2=C(C=C(C(=C2)F)F)O[C@@H](C)CC=C)C)C)[C@@H](C(=O)OC)OC(C)(C)C)C ((S)-methyl 2-(5-(4-(allyloxy)-4-methylpiperidin-1-yl)-2-(4′,5′-difluoro-2′-((S)-pent-4-en-2-yloxy)-[1,1′-biphenyl]-3-yl)-7,8-dimethylimidazo[1,2-a]pyridin-6-yl)-2-(tert-butoxy)acetate). Yields the product C(C=C)OC1(CCN(CC1)C1=C(C(=CC=2N1C=C(N2)C=2C=C(C=CC2)C2=C(C(=CC=C2O[C@@H](C)CC=C)F)F)C)[C@@H](C(=O)OC)OC(C)(C)C)C ((S)-Methyl 2-(5-(4-(allyloxy)-4-methylpiperidin-1-yl)-2-(2′,3′-difluoro-6′-((S)-pent-4-en-2-yloxy)-[1,1′-biphenyl]-3-yl)-7-methylimidazo[1,2-a]pyridin-6-yl)-2-(tert-butoxy)acetate). The yield is 99.0%. RXN SMILES: [CH2:1]([O:4][C:5]1([CH3:38])[CH2:10][CH2:9][N:8]([C:11]2[N:16]3[CH:17]=[C:18]([C:20]4[CH:25]=[CH:24][CH:23]=[C:22](Br)[CH:21]=4)[N:19]=[C:15]3[CH:14]=[C:13]([CH3:27])[C:12]=2[C@H:28]([O:33][C:34]([CH3:37])([CH3:36])[CH3:35])[C:29]([O:31][CH3:32])=[O:30])[CH2:7][CH2:6]1)[CH:2]=[CH2:3].[F:39][C:40]1[C:45]([F:46])=[CH:44][CH:43]=[C:42]([O:47][C@H:48]([CH2:50][CH:51]=[CH2:52])[CH3:49])[C:41]=1B1OC(=O)CN(C)CC(=O)O1.C(OC1(C)CCN(C2N3C=C(C4C=C(C5C=C(F)C(F)=CC=5O[C@H](CC=C)C)C=CC=4)N=C3C(C)=C(C)C=2[C@H](OC(C)(C)C)C(OC)=O)CC1)C=C>>[CH2:1]([O:4][C:5]1([CH3:38])[CH2:10][CH2:9][N:8]([C:11]2[N:16]3[CH:17]=[C:18]([C:20]4[CH:21]=[C:22]([C:41]5[C:42]([O:47][C@H:48]([CH2:50][CH:51]=[CH2:52])[CH3:49])=[CH:43][CH:44]=[C:45]([F:46])[C:40]=5[F:39])[CH:23]=[CH:24][CH:25]=4)[N:19]=[C:15]3[CH:14]=[C:13]([CH3:27])[C:12]=2[C@H:28]([O:33][C:34]([CH3:37])([CH3:36])[CH3:35])[C:29]([O:31][CH3:32])=[O:30])[CH2:7][CH2:6]1)[CH:2]=[CH2:3]. Procedure details: Prepared from (S)-methyl 2-(5-(4-(allyloxy)-4-methylpiperidin-1-yl)-2-(3-bromophenyl)-7-methylimidazo[1,2-a]pyridin-6-yl)-2-(tert-butoxy)acetate and (S)-2-(2,3-difluoro-6-(pent-4-en-2-yloxy)phenyl)-6-methyl-1,3,6,2-dioxazaborocane-4,8-dione in 99% yield following the same procedure as (S)-methyl 2-(5-(4-(allyloxy)-4-methylpiperidin-1-yl)-2-(4′,5′-difluoro-2′-((S)-pent-4-en-2-yloxy)-[1,1′-biphenyl]-3-yl)-7,8-dimethylimidazo[1,2-a]pyridin-6-yl)-2-(tert-butoxy)acetate. LCMS (ESI, M+1): 702.20. Starting materials: C1CCOC1, COC(=O)c1ccc(-c2nnc(COCCCc3ccccc3)o2)cc1, Cl, [Li+], [OH-], O. The product is O=C(O)c1ccc(-c2nnc(COCCCc3ccccc3)o2)cc1. RXN SMILES: [CH2:30]1[O:31][CH2:32][CH2:33][CH2:34]1.[CH3:1][O:2][C:3]([c:4]1[cH:5][cH:6][c:7](-[c:10]2[o:11][c:12]([CH2:15][O:16][CH2:17][CH2:18][CH2:19][c:20]3[cH:21][cH:22][cH:23][cH:24][cH:25]3)[n:13][n:14]2)[cH:8][cH:9]1)=[O:26].[ClH:29].[Li+:27].[OH-:28].[OH2:35]>>[O:2]=[C:3]([c:4]1[cH:5][cH:6][c:7](-[c:10]2[o:11][c:12]([CH2:15][O:16][CH2:17][CH2:18][CH2:19][c:20]3[cH:21][cH:22][cH:23][cH:24][cH:25]3)[n:13][n:14]2)[cH:8][cH:9]1)[OH:26]. Reactants: O=C([O-])[O-], CCOC(=O)c1ccc(F)cc1, CN(C)C=O, [Cs+], [Cs+], O=[N+]([O-])c1ccc2cc[nH]c2c1, O. Product: CCOC(=O)c1ccc(-n2ccc3ccc([N+](=O)[O-])cc32)cc1. As a reaction SMILES: [C:13](=[O:14])([O-:15])[O-:16].[CH2:19]([CH3:20])[O:21][C:22]([c:23]1[cH:24][cH:25][c:26]([F:29])[cH:27][cH:28]1)=[O:30].[CH3:32][N:33]([CH3:34])[CH:35]=[O:36].[Cs+:17].[Cs+:18].[N+:1](=[O:2])([O-:3])[c:4]1[cH:5][cH:6][c:7]2[cH:8][cH:9][nH:10][c:11]2[cH:12]1.[OH2:31]>>[N+:1](=[O:2])([O-:3])[c:4]1[cH:5][cH:6][c:7]2[cH:8][cH:9][n:10](-[c:26]3[cH:25][cH:24][c:23]([C:22]([O:21][CH2:19][CH3:20])=[O:30])[cH:28][cH:27]3)[c:11]2[cH:12]1. The reactants are Cl (HCl), CC1(O[C@@H]2[C@H](O1)CC[C@H]2N2C=NC=1C(=NC=C(C12)F)N)C (1-[(3aS,4R,6aR)-2,2-dimethyltetrahydro-3aH-cyclopenta[d][1,3]dioxol-4-yl]-7-fluoro-1H-imidazo[4,5-c]pyridin-4-amine). Run in CO (methanol). The product is NC1=NC=C(C2=C1N=CN2[C@H]2[C@@H]([C@@H](CC2)O)O)F ((1R,2S,3R)-3-(4-amino-7-fluoro-1H-imidazo[4,5-c]pyridin-1-yl)cyclopentane-1,2-diol), Cl (HCl). Reaction SMILES: [ClH:1].CC1(C)[O:7][C@@H:6]2[CH2:8][CH2:9][C@@H:10]([N:11]3[C:19]4[C:18]([F:20])=[CH:17][N:16]=[C:15]([NH2:21])[C:14]=4[N:13]=[CH:12]3)[C@@H:5]2[O:4]1>CO>[NH2:21][C:15]1[C:14]2[N:13]=[CH:12][N:11]([C@@H:10]3[CH2:9][CH2:8][C@@H:6]([OH:7])[C@H:5]3[OH:4])[C:19]=2[C:18]([F:20])=[CH:17][N:16]=1.[ClH:1]. Procedure details: Concentrated HCl (5 mL) was added to 1-((3aS,4R,6aR)-2,2-dimethyltetrahydro-3aH-cyclopenta[d][1,3]dioxol-4-yl)-7-fluoro-1H-imidazo[4,5-c]pyridin-4-amine (1-7) (2.3 g, 7.9 mmol, 1 equiv) in methanol (60 mL). After disappearance of the starting material as monitored by LC-MS analysis, the mixture was concentrated to afford (1R,2S,3R)-3-(4-amino-7-fluoro-1H-imidazo[4,5-c]pyridin-1-yl)cyclopentane-1,2-diol (1-9) as a tan solid of the bis-HCl salt. 1H NMR (1-9) (500 MHz, DMSO): δ 8.76 (s, 1H); 8.55 (... Reactants: C(CCCCCCCCCCCCCCCCC)N(CCCCCCCCCCCCCCCCCC)CCCCCCCCCCCCCCCCCC (trioctadecylamine), CI (CH3I), N-(3β-cholestanyl)-N-methyl-N,N-dioctadecylammonium chloride, ( VIII ). Run in C1CCOC1 (THF). Run at time 3 hour. Yields the product [I-].C[N+](CCCCCCCCCCCCCCCCCC)(CCCCCCCCCCCCCCCCCC)CCCCCCCCCCCCCCCCCC (N-methyl-N,N,N-trioctadecylammonium iodide), white solid. Isolated yield 80.0%. RXN SMILES: [CH2:1]([N:19]([CH2:38][CH2:39][CH2:40][CH2:41][CH2:42][CH2:43][CH2:44][CH2:45][CH2:46][CH2:47][CH2:48][CH2:49][CH2:50][CH2:51][CH2:52][CH2:53][CH2:54][CH3:55])[CH2:20][CH2:21][CH2:22][CH2:23][CH2:24][CH2:25][CH2:26][CH2:27][CH2:28][CH2:29][CH2:30][CH2:31][CH2:32][CH2:33][CH2:34][CH2:35][CH2:36][CH3:37])[CH2:2][CH2:3][CH2:4][CH2:5][CH2:6][CH2:7][CH2:8][CH2:9][CH2:10][CH2:11][CH2:12][CH2:13][CH2:14][CH2:15][CH2:16][CH2:17][CH3:18].[CH3:56][I:57]>C1COCC1>[I-:57].[CH3:56][N+:19]([CH2:1][CH2:2][CH2:3][CH2:4][CH2:5][CH2:6][CH2:7][CH2:8][CH2:9][CH2:10][CH2:11][CH2:12][CH2:13][CH2:14][CH2:15][CH2:16][CH2:17][CH3:18])([CH2:20][CH2:21][CH2:22][CH2:23][CH2:24][CH2:25][CH2:26][CH2:27][CH2:28][CH2:29][CH2:30][CH2:31][CH2:32][CH2:33][CH2:34][CH2:35][CH2:36][CH3:37])[CH2:38][CH2:39][CH2:40][CH2:41][CH2:42][CH2:43][CH2:44][CH2:45][CH2:46][CH2:47][CH2:48][CH2:49][CH2:50][CH2:51][CH2:52][CH2:53][CH2:54][CH3:55] |f:3.4|. Reported procedure: N-(3β-cholestanyl)-N-methyl-N,N-dioctadecylammonium chloride of the formula (VIII): ##STR16## The gelators of Examples VI-IX are synthesized by the following procedures. N-methyl-N,N,N-trioctadecylammonium iodide is prepared according to the following process. 0.10 g (0.13 mmol) trioctadecylamine is dissolved in 1.5 ml THF (certified grade, Fisher), and 0.1 ml (1.6 mmol) CH3I (99%, Aldrich) is placed in the above solution. The solution is stirred in a nitrogen atmosphere at 38°-40° C. for 3 h. 9... Starting materials: C(C1=CC=CC=C1)OC(=O)N(C12CCC(CC1)(CC2)C(=O)ON2N=NC1=C2C=CC=C1)CC(=O)N1[C@@H](C[C@@H](C1)F)C#N ((2S,4S)-1-[[N-benzyloxycarbonyl-N-[4-(benzotriazol-1-yl)oxycarbonylbicyclo[2.2.2]oct-1-yl]amino]acetyl]-4-fluoropyrrolidine-2-carbonitrile), C1(CCCCC1)N (cyclohexylamine). The product is C(C1=CC=CC=C1)OC(=O)N(C12CCC(CC1)(CC2)C(=O)NC2CCCCC2)CC(=O)N2[C@@H](C[C@@H](C2)F)C#N ((2S,4S)-1-[[N-benzyloxycarbonyl-N-[4-(N-cyclohexylamino)carbonylbicyclo[2.2.2]oct-1-yl]amino]acetyl]-4-fluoropyrrolidine-2-carbonitrile). Reaction SMILES: [CH2:1]([O:8][C:9]([N:11]([CH2:32][C:33]([N:35]1[CH2:39][C@@H:38]([F:40])[CH2:37][C@H:36]1[C:41]#[N:42])=[O:34])[C:12]12[CH2:19][CH2:18][C:15]([C:20]([O:22]N3C4C=CC=CC=4N=N3)=O)([CH2:16][CH2:17]1)[CH2:14][CH2:13]2)=[O:10])[C:2]1[CH:7]=[CH:6][CH:5]=[CH:4][CH:3]=1.[CH:43]1([NH2:49])[CH2:48][CH2:47][CH2:46][CH2:45][CH2:44]1>>[CH2:1]([O:8][C:9]([N:11]([CH2:32][C:33]([N:35]1[CH2:39][C@@H:38]([F:40])[CH2:37][C@H:36]1[C:41]#[N:42])=[O:34])[C:12]12[CH2:17][CH2:16][C:15]([C:20]([NH:49][CH:43]3[CH2:48][CH2:47][CH2:46][CH2:45][CH2:44]3)=[O:22])([CH2:18][CH2:19]1)[CH2:14][CH2:13]2)=[O:10])[C:2]1[CH:7]=[CH:6][CH:5]=[CH:4][CH:3]=1. Reported procedure: In a similar manner to Example 4, (2S,4S)-1-[[N-benzyloxycarbonyl-N-[4-(benzotriazol-1-yl)oxycarbonylbicyclo[2.2.2]oct-1-yl]amino]acetyl]-4-fluoropyrrolidine-2-carbonitrile (50.0 mg) and cyclohexylamine (13.0 μL) were used to obtain (2S,4S)-1-[[N-benzyloxycarbonyl-N-[4-(N-cyclohexylamino)carbonylbicyclo[2.2.2]oct-1-yl]amino]acetyl]-4-fluoropyrrolidine-2-carbonitrile (35.0 mg).